Dataset: the Open Reaction Database (ORD), a public repository of structured organic reaction records. Task: describe an organic reaction: reactants, conditions, products, and yield Conditions: time 3 hour. Run in O1CCCC1 (tetrahydrofuran). Procedure details: Into a 100-mL round-bottom flask purged and maintained with an inert atmosphere of nitrogen, was placed a solution of 4,8-dibromo-2-(tert-butoxy)-6-[(4-chlorophenyl)carbonyl]quinoline (440 mg, 0.88 mmol, 1.00 equip) in tetrahydrofuran (30 mL). To the resulting mixture was then added (4-chlorophenyl)magnesium bromide (2.67 mL, 3.00 equip, 1 M) dropwise with stirring at 0° C. The resulting solution was stirred for 3 h at room temperature. The reaction was then quenched by the addition of saturated... As a reaction SMILES: [Br:1][C:2]1[C:11]2[C:6](=[C:7]([Br:21])[CH:8]=[C:9]([C:12]([C:14]3[CH:19]=[CH:18][C:17]([Cl:20])=[CH:16][CH:15]=3)=[O:13])[CH:10]=2)[N:5]=[C:4]([O:22][C:23]([CH3:26])([CH3:25])[CH3:24])[CH:3]=1.[Cl:27][C:28]1[CH:33]=[CH:32][C:31]([Mg]Br)=[CH:30][CH:29]=1>O1CCCC1>[Cl:20][C:17]1[CH:16]=[CH:15][C:14]([C:12]([C:31]2[CH:32]=[CH:33][C:28]([Cl:27])=[CH:29][CH:30]=2)([C:9]2[CH:10]=[C:11]3[C:6](=[C:7]([Br:21])[CH:8]=2)[N:5]=[C:4]([O:22][C:23]([CH3:26])([CH3:25])[CH3:24])[CH:3]=[C:2]3[Br:1])[OH:13])=[CH:19][CH:18]=1. Yields the product ClC1=CC=C(C=C1)C(O)(C=1C=C2C(=CC(=NC2=C(C1)Br)OC(C)(C)C)Br)C1=CC=C(C=C1)Cl (bis(4-chlorophenyl)[4,8-dibromo-2-(tert-butoxy)quinolin-6-yl]methanol). The reactants are BrC1=CC(=NC2=C(C=C(C=C12)C(=O)C1=CC=C(C=C1)Cl)Br)OC(C)(C)C (4,8-dibromo-2-(tert-butoxy)-6-[(4-chlorophenyl)carbonyl]quinoline), ClC1=CC=C(C=C1)[Mg]Br ((4-chlorophenyl)magnesium bromide).